Dataset: the Open Reaction Database (ORD), a public repository of structured organic reaction records. Task: describe an organic reaction: reactants, conditions, products, and yield Run in CN(C=O)C (N,N-dimethylformamide). Reported procedure: Dissolve (3-{[3-(3-fluoro-pyridin-2-yl)-5-methyl-isoxazole-4-carbonyl]-amino}-cyclohexylmethyl)-carbamic acid benzyl ester (260 mg, 0.56 mmol) in N,N-dimethylformamide (5 mL) at ambient temperature under a nitrogen atmosphere. Add a solution of potassium bis(trimethylsilyl)amide (0.5 M in toluene, 1.34 mL, 0.67 mmol) and stir for 15 min. at ambient temperature. Quench the dark mixture with water and follow by the adding solid sodium chloride. Extract with ethyl acetate and wash with water and dr... RXN SMILES: [CH2:1]([O:8][C:9](=[O:34])[NH:10][CH2:11][CH:12]1[CH2:17][CH2:16][CH2:15][CH:14]([NH:18][C:19]([C:21]2[C:22]([C:27]3[C:32](F)=[CH:31][CH:30]=[CH:29][N:28]=3)=[N:23][O:24][C:25]=2[CH3:26])=[O:20])[CH2:13]1)[C:2]1[CH:7]=[CH:6][CH:5]=[CH:4][CH:3]=1.C[Si]([N-][Si](C)(C)C)(C)C.[K+]>CN(C)C=O>[CH2:1]([O:8][C:9](=[O:34])[NH:10][CH2:11][CH:12]1[CH2:17][CH2:16][CH2:15][CH:14]([N:18]2[C:32]3[C:27](=[N:28][CH:29]=[CH:30][CH:31]=3)[C:22]3=[N:23][O:24][C:25]([CH3:26])=[C:21]3[C:19]2=[O:20])[CH2:13]1)[C:2]1[CH:7]=[CH:6][CH:5]=[CH:4][CH:3]=1 |f:1.2|. Isolated yield 52.4%. The product is C(C1=CC=CC=C1)OC(NCC1CC(CCC1)N1C(C=2C(C3=NC=CC=C13)=NOC2C)=O)=O ([3-(3-Methyl-4-oxo-5H-2-oxa-1,5,9-triaza-cyclopenta[a]naphthalen-5-yl)-cyclohexylmethyl]-carbamic acid benzyl ester). The reactants are C(C1=CC=CC=C1)OC(NCC1CC(CCC1)NC(=O)C=1C(=NOC1C)C1=NC=CC=C1F)=O ((3-{[3-(3-fluoro-pyridin-2-yl)-5-methyl-isoxazole-4-carbonyl]-amino}-cyclohexylmethyl)-carbamic acid benzyl ester), C[Si](C)(C)[N-][Si](C)(C)C.[K+] (potassium bis(trimethylsilyl)amide). Reaction conditions: time 15 minute. Reactants: OC1=C(C=C(C=C1)/C=C/C(=O)C1=C(C=C(C=C1)NC(C)=O)C)C ((E)-N-(4-(3-(4-hydroxy-3-methylphenyl)acryloyl)-3-methylphenyl)acetamide), H2SO4 SiO2, O1CCCC=C1 (3,4-dihydro-2H-pyran). Solvent: C(Cl)Cl (DCM). Conditions: time 1 hour. Yields the product CC=1C=C(C=CC1C(\C=C\C1=CC(=C(C=C1)OC1OCCCC1)C)=O)NC(C)=O ((E)-N-(3-methyl-4-(3-(3-methyl-4-(tetrahydro-2H-pyran-2-yloxy)phenyl)acryloyl)-phenyl)acetamide). Yield: 63.5%. As a reaction SMILES: [OH:1][C:2]1[CH:7]=[CH:6][C:5](/[CH:8]=[CH:9]/[C:10]([C:12]2[CH:17]=[CH:16][C:15]([NH:18][C:19](=[O:21])[CH3:20])=[CH:14][C:13]=2[CH3:22])=[O:11])=[CH:4][C:3]=1[CH3:23].[O:24]1[CH:29]=[CH:28][CH2:27][CH2:26][CH2:25]1>C(Cl)Cl>[CH3:22][C:13]1[CH:14]=[C:15]([NH:18][C:19](=[O:21])[CH3:20])[CH:16]=[CH:17][C:12]=1[C:10](=[O:11])/[CH:9]=[CH:8]/[C:5]1[CH:6]=[CH:7][C:2]([O:1][CH:25]2[CH2:26][CH2:27][CH2:28][CH2:29][O:24]2)=[C:3]([CH3:23])[CH:4]=1. Procedure: To a solution of (E)-N-(4-(3-(4-hydroxy-3-methylphenyl)acryloyl)-3-methylphenyl)acetamide (100 mg, 0.32 mmol) in DCM was added 300 mg of H2SO4/SiO2 (cat. amount), and 3,4-dihydro-2H-pyran (500 mg, 5.9 mmol). The reaction mixture was stirred for 1 h at room temperature. The resulting slurry was filtered, concentrated under reduced pressure, and the product was purified by column chromatography (EtOAc/Hex, 10% to 50% gradient), resulting in 80 mg (78%) of the title compound. MS (EI) for C24H27NO4:... Reactants: CCCC[P+](CCCC)(CCCC)CCCC, [Cl-], Cl[SiH](Cl)Cl, Fc1ccc(CCl)cc1. The product is Fc1ccc(C[Si](Cl)(Cl)Cl)cc1. As a reaction SMILES: [CH2:15]([P+:16]([CH2:17][CH2:18][CH2:19][CH3:20])([CH2:21][CH2:22][CH2:23][CH3:24])[CH2:25][CH2:26][CH2:27][CH3:28])[CH2:29][CH2:30][CH3:31].[Cl-:14].[Cl:10][SiH:11]([Cl:12])[Cl:13].[F:1][c:2]1[cH:3][cH:4][c:5]([CH2:6][Cl:7])[cH:8][cH:9]1>>[F:1][c:2]1[cH:3][cH:4][c:5]([CH2:6][Si:11]([Cl:10])([Cl:12])[Cl:13])[cH:8][cH:9]1. Starting materials: ClC1=NOC2=C1C=CC(=C2)OC (3-Chloro-6-methoxy-1,2-benzisoxazole), N1CCNCCC1 (homopiperazine). Run in CCOC(=O)C (EtOAc). Run at temperature 140 celsius, time 45 minute. Product: N1(CCNCCC1)C1=NOC2=C1C=CC(=C2)OC (3-(1 -homopiperazinyl)-6-methoxy-1,2-benzisoxazole). As a reaction SMILES: Cl[C:2]1[C:6]2[CH:7]=[CH:8][C:9]([O:11][CH3:12])=[CH:10][C:5]=2[O:4][N:3]=1.[NH:13]1[CH2:19][CH2:18][CH2:17][NH:16][CH2:15][CH2:14]1>CCOC(C)=O>[N:13]1([C:2]2[C:6]3[CH:7]=[CH:8][C:9]([O:11][CH3:12])=[CH:10][C:5]=3[O:4][N:3]=2)[CH2:19][CH2:18][CH2:17][NH:16][CH2:15][CH2:14]1. Procedure details: 3-Chloro-6-methoxy-1,2-benzisoxazole (5.0 g, 27.2 mml) and homopiperazine (8.2 g, 81.6 mmol) were combined and mechanically stirred under N2 at 140° C. for 45 minutes. The reaction mixture was cooled to room temperature, dissolved with EtOAc (500 ml), and the solution was washed with water, brine, dried over MgSO4, and concentrated in vacuo. Flash column chromatography (silica gel, 20% MeOH/CH2Cl2) provided the product (2.0 g, m.p. 74-75° C. Reactants: Nc1cccc(Br)c1, O=C([O-])[O-], CCB(CC)c1cccnc1, COCCOC, CCOC(C)=O, [K+], [K+], O, c1ccc(P(c2ccccc2)(c2ccccc2)[Pd](P(c2ccccc2)(c2ccccc2)c2ccccc2)(P(c2ccccc2)(c2ccccc2)c2ccccc2)P(c2ccccc2)(c2ccccc2)c2ccccc2)cc1. The product is Nc1cccc(-c2cccnc2)c1. RXN SMILES: [Br:12][c:13]1[cH:14][c:15]([NH2:16])[cH:17][cH:18][cH:19]1.[C:20](=[O:21])([O-:22])[O-:23].[CH2:1]([B:2]([CH2:3][CH3:10])[c:4]1[cH:5][n:6][cH:7][cH:8][cH:9]1)[CH3:11].[CH2:27]([CH2:28][O:29][CH3:30])[O:31][CH3:32].[CH3:33][CH2:34][O:35][C:36](=[O:37])[CH3:38].[K+:24].[K+:25].[OH2:26].[cH:39]1[cH:40][cH:41][c:42]([P:43]([Pd:44]([P:45]([c:46]2[cH:47][cH:48][cH:49][cH:50][cH:51]2)([c:52]2[cH:53][cH:54][cH:55][cH:56][cH:57]2)[c:58]2[cH:59][cH:60][cH:61][cH:62][cH:63]2)([P:64]([c:65]2[cH:66][cH:67][cH:68][cH:69][cH:70]2)([c:71]2[cH:72][cH:73][cH:74][cH:75][cH:76]2)[c:77]2[cH:78][cH:79][cH:80][cH:81][cH:82]2)[P:83]([c:84]2[cH:85][cH:86][cH:87][cH:88][cH:89]2)([c:90]2[cH:91][cH:92][cH:93][cH:94][cH:95]2)[c:96]2[cH:97][cH:98][cH:99][cH:100][cH:101]2)([c:102]2[cH:103][cH:104][cH:105][cH:106][cH:107]2)[c:108]2[cH:109][cH:110][cH:111][cH:112][cH:113]2)[cH:114][cH:115]1>>[c:4]1(-[c:13]2[cH:14][c:15]([NH2:16])[cH:17][cH:18][cH:19]2)[cH:5][n:6][cH:7][cH:8][cH:9]1. The reactants are ClCCl, CN(C)c1cccc2cccc(N(C)C)c12, CCCCCC, O=C(Cl)Cl, CC(C)NCCOc1cc(Cl)cc(Cl)c1, c1ccccc1. The product is CC(C)N(CCOc1cc(Cl)cc(Cl)c1)C(=O)Cl. Reaction SMILES: [CH2:42]([Cl:43])[Cl:44].[CH3:26][N:27]([CH3:28])[c:29]1[c:30]2[c:31]([cH:32][cH:33][cH:34][c:35]2[N:36]([CH3:37])[CH3:38])[cH:39][cH:40][cH:41]1.[CH3:45][CH2:46][CH2:47][CH2:48][CH2:49][CH3:50].[Cl:16][C:17]([Cl:18])=[O:19].[Cl:1][c:2]1[cH:3][c:4]([O:5][CH2:6][CH2:7][NH:8][CH:9]([CH3:10])[CH3:11])[cH:12][c:13]([Cl:15])[cH:14]1.[cH:20]1[cH:21][cH:22][cH:23][cH:24][cH:25]1>>[Cl:1][c:2]1[cH:3][c:4]([O:5][CH2:6][CH2:7][N:8]([CH:9]([CH3:10])[CH3:11])[C:17]([Cl:16])=[O:19])[cH:12][c:13]([Cl:15])[cH:14]1.